From a dataset of the Open Reaction Database (ORD), a public repository of structured organic reaction records. describe an organic reaction: reactants, conditions, products, and yield The reactants are FC(S(=O)(=O)OC1=C(CCC1)C(=O)OCC)(F)F (ethyl 2-{[(trifluoromethyl)sulfonyl]oxy}-1-cyclopentene-1-carboxylate), P(=O)([O-])([O-])[O-].[K+].[K+].[K+] (potassium phosphate), C(#N)C=1C=C(C=CC1)B(O)O (3-cyanophenyl boronic acid). Reagents/catalysts: C=1C=CC(=CC1)[P](C=2C=CC=CC2)(C=3C=CC=CC3)[Pd]([P](C=4C=CC=CC4)(C=5C=CC=CC5)C=6C=CC=CC6)([P](C=7C=CC=CC7)(C=8C=CC=CC8)C=9C=CC=CC9)[P](C=1C=CC=CC1)(C=1C=CC=CC1)C=1C=CC=CC1 (tetrakis(triphenylphosphine)palladium(0)). The solvent is O1CCOCC1 (dioxane). Run at time 8 hour. The product is C(#N)C=1C=C(C=CC1)C1=C(CCC1)C(=O)OCC (ethyl 2-(3-cyanophenyl)-1-cyclopentene-1-carboxylate). The yield is 69.7%. RXN SMILES: FC(F)(F)S(O[C:7]1[CH2:11][CH2:10][CH2:9][C:8]=1[C:12]([O:14][CH2:15][CH3:16])=[O:13])(=O)=O.P([O-])([O-])([O-])=O.[K+].[K+].[K+].[C:27]([C:29]1[CH:30]=[C:31](B(O)O)[CH:32]=[CH:33][CH:34]=1)#[N:28]>O1CCOCC1.C1C=CC([P]([Pd]([P](C2C=CC=CC=2)(C2C=CC=CC=2)C2C=CC=CC=2)([P](C2C=CC=CC=2)(C2C=CC=CC=2)C2C=CC=CC=2)[P](C2C=CC=CC=2)(C2C=CC=CC=2)C2C=CC=CC=2)(C2C=CC=CC=2)C2C=CC=CC=2)=CC=1>[C:27]([C:29]1[CH:34]=[C:33]([C:7]2[CH2:11][CH2:10][CH2:9][C:8]=2[C:12]([O:14][CH2:15][CH3:16])=[O:13])[CH:32]=[CH:31][CH:30]=1)#[N:28] |f:1.2.3.4,^1:47,49,68,87|. Reported procedure: To a solution of ethyl 2-{[(trifluoromethyl)sulfonyl]oxy}-1-cyclopentene-1-carboxylate (1.2 g, 4.16 mmol) in 10 ml anhydrous dioxane was added potassium phosphate (1.32 g, 6.2 mmol), 3-cyanophenyl boronic acid (0.612 g, 4.16 mmol), and tetrakis(triphenylphosphine)palladium(0) (0.12 g, 0.10 mmol). Reaction mixture was heated to reflux and stirred overnight. Mixture was filtered through a pad of Celite, diluted with 50 ml ethyl acetate, washed with 2×50 ml water, 2×50 ml saturated brine solution, ... Reactants: C(#N)[C@]1([C@H](C[C@@H](O1)N1C(=O)NC(=O)C(C)=C1)O)COC(C)=O (4'-cyano-5'-O-acetylthymidine), [NH4+].[OH-] (NH4OH). The solvent is CO (CH3OH). Yields the product C(#N)[C@]1([C@H](C[C@@H](O1)N1C(=O)NC(=O)C(C)=C1)O)CO (4'-cyanothymidine). Yield: 40.8%. Reaction SMILES: [C:1]([C@:3]1([CH2:18][O:19]C(=O)C)[O:7][C@@H:6]([N:8]2[CH:16]=[C:14]([CH3:15])[C:12](=[O:13])[NH:11][C:9]2=[O:10])[CH2:5][C@@H:4]1[OH:17])#[N:2].[NH4+].[OH-]>CO>[C:1]([C@:3]1([CH2:18][OH:19])[O:7][C@@H:6]([N:8]2[CH:16]=[C:14]([CH3:15])[C:12](=[O:13])[NH:11][C:9]2=[O:10])[CH2:5][C@@H:4]1[OH:17])#[N:2] |f:1.2|. Procedure details: A solution of 4'-cyano-5'-O-acetylthymidine (0.85 g, 2.76 mM) and NH4OH (15 ml) in CH3OH (15 ml) was stirred at 24° C. for 2 hours. The solvent was removed by evaporation under pump vacuum. The residue was purified by flash chromatography on silica gel eluting with (7% CH3OH/CH2Cl2) and by preparative chromatography TLC affording 4'-cyanothymidine (300 mg, 1.12 mM). mp 238.5° C. to 242.5° C. The reactants are ClC1=NC=CC(=N1)C=1C=C(C(N(N1)COCC[Si](C)(C)C)=O)C1=NC2=C(N1COCC[Si](C)(C)C)C=CC=C2 (6-(2-chloropyrimidin-4-yl)-2-(2-trimethylsilanylethoxymethyl)-4-[1-(2-trimethylsilanylethoxymethyl)-1H-benzimidazol-2-yl]-2H-pyridazin-3-one), NCCN1CCOCC1 (N-(2-aminoethyl)morpholine). Reaction conditions: temperature 100 celsius. The product is N1(CCOCC1)CCNC1=NC=CC(=N1)C=1C=C(C(N(N1)COCC[Si](C)(C)C)=O)C1=NC2=C(N1COCC[Si](C)(C)C)C=CC=C2 (6-[2-(2-Morpholin-4-ylethylamino)pyrimidin-4-yl]-2-(2-trimethylsilanyl-ethoxymethyl)-4-[1-(2-trimethylsilanylethoxymethyl)-1H-benzimidazol-2-yl]-2H-pyridazin-3-one). Reaction SMILES: Cl[C:2]1[N:7]=[C:6]([C:8]2[CH:9]=[C:10]([C:23]3[N:27]([CH2:28][O:29][CH2:30][CH2:31][Si:32]([CH3:35])([CH3:34])[CH3:33])[C:26]4[CH:36]=[CH:37][CH:38]=[CH:39][C:25]=4[N:24]=3)[C:11](=[O:22])[N:12]([CH2:14][O:15][CH2:16][CH2:17][Si:18]([CH3:21])([CH3:20])[CH3:19])[N:13]=2)[CH:5]=[CH:4][N:3]=1.[NH2:40][CH2:41][CH2:42][N:43]1[CH2:48][CH2:47][O:46][CH2:45][CH2:44]1>>[N:43]1([CH2:42][CH2:41][NH:40][C:2]2[N:7]=[C:6]([C:8]3[CH:9]=[C:10]([C:23]4[N:27]([CH2:28][O:29][CH2:30][CH2:31][Si:32]([CH3:34])([CH3:33])[CH3:35])[C:26]5[CH:36]=[CH:37][CH:38]=[CH:39][C:25]=5[N:24]=4)[C:11](=[O:22])[N:12]([CH2:14][O:15][CH2:16][CH2:17][Si:18]([CH3:20])([CH3:21])[CH3:19])[N:13]=3)[CH:5]=[CH:4][N:3]=2)[CH2:48][CH2:47][O:46][CH2:45][CH2:44]1. Procedure: 100 mg of 6-(2-chloropyrimidin-4-yl)-2-(2-trimethylsilanylethoxymethyl)-4-[1-(2-trimethylsilanylethoxymethyl)-1H-benzimidazol-2-yl]-2H-pyridazin-3-one are suspended in 0.5 ml of N-(2-aminoethyl)morpholine, and the reaction mixture is heated at 100° C. in a microwave for 20 minutes. The product is purified by preparative RP-HPLC (0-100% acetonitrile (+0.05% formic acid) in water (+0.05% formic acid)). Starting materials: CC(=O)Nc1cc(Oc2ccc3c(C(=O)Nc4ccc(CN5CCN(C)CC5)c(C(F)(F)F)c4)cncc3c2)ncn1, CC(=O)Nc1cc(Oc2ccc3c(C(=O)Nc4ccc(CN5CCNCC5)c(C(F)(F)F)c4)cccc3c2)ncn1. Yields the product CN1CCN(Cc2ccc(NC(=O)c3cncc4cc(Oc5cc(N)ncn5)ccc34)cc2C(F)(F)F)CC1. Reaction SMILES: [CH3:1][N:2]1[CH2:3][CH2:4][N:5]([CH2:8][c:9]2[c:10]([C:39]([F:40])([F:41])[F:42])[cH:11][c:12]([NH:15][C:16](=[O:17])[c:18]3[cH:19][n:20][cH:21][c:22]4[cH:23][c:24]([O:28][c:29]5[n:30][cH:31][n:32][c:33]([NH:35][C:36](=[O:37])[CH3:38])[cH:34]5)[cH:25][cH:26][c:27]34)[cH:13][cH:14]2)[CH2:6][CH2:7]1.[N:43]1([CH2:44][c:45]2[cH:46][cH:47][c:48]([NH:49][C:50]([c:51]3[c:52]4[c:53]([cH:54][c:55]([O:56][c:57]5[cH:58][c:59]([NH:60][C:61](=[O:62])[CH3:63])[n:64][cH:65][n:66]5)[cH:67][cH:68]4)[cH:69][cH:70][cH:71]3)=[O:72])[cH:73][c:74]2[C:75]([F:76])([F:77])[F:78])[CH2:79][CH2:80][NH:81][CH2:82][CH2:83]1>>[CH3:1][N:2]1[CH2:3][CH2:4][N:5]([CH2:8][c:9]2[c:10]([C:39]([F:40])([F:41])[F:42])[cH:11][c:12]([NH:15][C:16](=[O:17])[c:18]3[cH:19][n:20][cH:21][c:22]4[cH:23][c:24]([O:28][c:29]5[n:30][cH:31][n:32][c:33]([NH2:35])[cH:34]5)[cH:25][cH:26][c:27]34)[cH:13][cH:14]2)[CH2:6][CH2:7]1. Product: CC1=C(C(C[C@@H](C1=O)OC(COC1=CC=CC=C1)=O)(C)C)C=CC(=CC=O)C (5-[2,6,6-trimethyl-3-oxo-4(S)-(phenoxyacetoxy)-cyclohex-1-en-1-yl]-3-methyl-penta-2,4-dien-1-al). Run in C(C)OCC (diethyl ether). Reactants: O(C1=CC=CC=C1)CC(=O)Cl (phenoxyacetic acid chloride), O (water), hydroxyketoaldehyde, CC1=C(C(CC(C1=O)O)(C)C)C=CC(=CC=O)C (rac. 5-(2,6,6-trimethyl-3-oxo-4-hydroxy-cyclohex-1-en-1-yl)-3-methyl-penta-2,4-dien-1-al), N1=CC=CC=C1 (pyridine). Reaction conditions: temperature 0 celsius, time 2 hour. As a reaction SMILES: [CH3:1][C:2]1[C:7](=[O:8])[CH:6]([OH:9])[CH2:5][C:4]([CH3:11])([CH3:10])[C:3]=1[CH:12]=[CH:13][C:14]([CH3:18])=[CH:15][CH:16]=[O:17].N1C=CC=CC=1.[O:25]([CH2:32][C:33](Cl)=[O:34])[C:26]1[CH:31]=[CH:30][CH:29]=[CH:28][CH:27]=1.O>C(OCC)C>[CH3:1][C:2]1[C:7](=[O:8])[C@@H:6]([O:9][C:33](=[O:34])[CH2:32][O:25][C:26]2[CH:31]=[CH:30][CH:29]=[CH:28][CH:27]=2)[CH2:5][C:4]([CH3:10])([CH3:11])[C:3]=1[CH:12]=[CH:13][C:14]([CH3:18])=[CH:15][CH:16]=[O:17]. Procedure: 14 g of the hydroxyketoaldehyde of formula XIII obtained in Example 26 are dissolved in 200 ml of diethyl ether. 20 ml of pyridine are added to the solution at 0° C. and 12 g of phenoxyacetic acid chloride are then added dropwise. The mixture is stirred for 2 hours at 0° C. and then poured into water and extracted with diethyl ether. The 5-[2,6,6-trimethyl-3-oxo-4(S)-(phenoxyacetoxy)-cyclohex-1-en-1-yl]-3-methyl-penta-2,4-dien-1-al (IIA) is isolated from the ether extract. Procedure details: The above 7-nitro-4-carboxyacridanone was converted to 7-nitro-9-chloroacridine-4-carbonyl chloride (II, Z=Cl, R2 =7-NO2, R3 =Cl), and treated with N,N-dimethylethylenediamine followed by dry ammonia in phenol by the methods outlined in Example A above to give N-(2-dimethylaminoethyl)-9-amino-7-nitroacridine-4-carboxamide dihydrochloride (compound 20 of Table I), m.p. 316°-318° C. Product: Cl.Cl.CN(CCNC(=O)C1=CC=CC2=C(C3=CC(=CC=C3N=C12)[N+](=O)[O-])N)C (N-(2-dimethylaminoethyl)-9-amino-7-nitroacridine-4-carboxamide dihydrochloride). As a reaction SMILES: [N+:1]([C:4]1[CH:17]=[C:16]2[C:7]([NH:8][C:9]3[C:10]([C:19](O)=[O:20])=[CH:11][CH:12]=[CH:13][C:14]=3[C:15]2=O)=[CH:6][CH:5]=1)([O-:3])=[O:2].[N+:22](C1C=C2C(N=C3C(=C2[Cl:39])C=CC=C3C(Cl)=O)=CC=1)([O-])=O.[CH3:43][N:44]([CH3:48])[CH2:45][CH2:46][NH2:47].N>C1(O)C=CC=CC=1>[ClH:39].[ClH:39].[CH3:43][N:44]([CH3:48])[CH2:45][CH2:46][NH:47][C:19]([C:10]1[C:9]2[C:14](=[C:15]([NH2:22])[C:16]3[C:7]([N:8]=2)=[CH:6][CH:5]=[C:4]([N+:1]([O-:3])=[O:2])[CH:17]=3)[CH:13]=[CH:12][CH:11]=1)=[O:20] |f:5.6.7|. Run in C1(=CC=CC=C1)O (phenol). Starting materials: [N+](=O)([O-])C1=CC=C2NC=3C(=CC=CC3C(C2=C1)=O)C(=O)O (7-nitro-4-carboxyacridanone), N (ammonia), [N+](=O)([O-])C1=CC=C2N=C3C(=CC=CC3=C(C2=C1)Cl)C(=O)Cl (7-nitro-9-chloroacridine-4-carbonyl chloride), CN(CCN)C (N,N-dimethylethylenediamine).